From a dataset of the Open Reaction Database (ORD), a public repository of structured organic reaction records. describe an organic reaction: reactants, conditions, products, and yield The reactants are BrC1=C(C(=O)OC)C(=CC(=C1N1C(N(C(=CC1=O)C(F)(F)F)C)=O)C)Cl (methyl 2-bromo-methyl-6-chloro-3-[1-methyl-6-trifluoromethyl-2,4(1H,3H)-pyrimidinedion-3-yl]benzoate), C(C)(C)(C)N (tert.-butylamine), C1CCOC1 (THF). Conditions: time 18 hour. Yields the product ClC=1C=CC(=C2CN(C(C12)=O)C(C)(C)C)N1C(N(C(=CC1=O)C(F)(F)F)C)=O (3-[7-chloro-2-(1,1-dimethylethyl)isoindolin-1-on-4-yl]-1-methyl-6-trifluoromethyl-2,4(1H,3H)-pyrimidinedione). RXN SMILES: Br[C:2]1[C:11]([N:12]2[C:17](=[O:18])[CH:16]=[C:15]([C:19]([F:22])([F:21])[F:20])[N:14]([CH3:23])[C:13]2=[O:24])=[C:10](C)[CH:9]=[C:8]([Cl:26])[C:3]=1[C:4]([O:6]C)=O.[C:27]([NH2:31])([CH3:30])([CH3:29])[CH3:28].[CH2:32]1COCC1>>[Cl:26][C:8]1[CH:9]=[CH:10][C:11]([N:12]2[C:17](=[O:18])[CH:16]=[C:15]([C:19]([F:20])([F:22])[F:21])[N:14]([CH3:23])[C:13]2=[O:24])=[C:2]2[C:3]=1[C:4](=[O:6])[N:31]([C:27]([CH3:30])([CH3:29])[CH3:28])[CH2:32]2. Procedure details: A solution of 0.50 gram (0.0011 mole) of methyl 2-bromo-methyl-6-chloro-3-[1-methyl-6-trifluoromethyl-2,4(1H,3H)-pyrimidinedion-3-yl]benzoate and 0.18 gram (0.0025 mole) of tert.-butylamine in 50 mL of THF was stirred at ambient temperature for about 18 hours. After this time, TLC analysis of the reaction mixture indicated little reaction had taken place. The reaction mixture was warmed to reflux where it stirred for an additional 18 hours, then it was concentrated under reduced pressure to a re... Starting materials: CC=1C=C(C=CC1C(C)=O)C1=CC=C(C=C1)[N+](=O)[O-] (1-(3-methyl-4′-nitro-1,1′-biphenyl-4-yl)ethanone), [Br-].[Br-].[Br-].[NH+]1=CC=CC=C1.[NH+]1=CC=CC=C1.[NH+]1=CC=CC=C1 (pyridinium tribromide). Run in C(C)(=O)O (acetic acid). Conditions: temperature 110 celsius, time 3 hour. Yields the product BrCC(=O)C1=C(C=C(C=C1)C1=CC=C(C=C1)[N+](=O)[O-])C (2-bromo-1-(3-methyl-4′-nitro-1,1′-biphenyl-4-yl)ethanone). Yield: 58.9%. As a reaction SMILES: [CH3:1][C:2]1[CH:3]=[C:4]([C:11]2[CH:16]=[CH:15][C:14]([N+:17]([O-:19])=[O:18])=[CH:13][CH:12]=2)[CH:5]=[CH:6][C:7]=1[C:8](=[O:10])[CH3:9].[Br-:20].[Br-].[Br-].[NH+]1C=CC=CC=1.[NH+]1C=CC=CC=1.[NH+]1C=CC=CC=1>C(O)(=O)C>[Br:20][CH2:9][C:8]([C:7]1[CH:6]=[CH:5][C:4]([C:11]2[CH:16]=[CH:15][C:14]([N+:17]([O-:19])=[O:18])=[CH:13][CH:12]=2)=[CH:3][C:2]=1[CH3:1])=[O:10] |f:1.2.3.4.5.6|. Procedure: A mixture of 1-(3-methyl-4′-nitro-1,1′-biphenyl-4-yl)ethanone (5.66 g, 22 mmol), pyridinium tribromide (10.63 g, 33.0 mmol), and glacial acetic acid (60 mL) was stirred at 110° C. for 3 h. The reaction mixture was cooled to 0–5° C., and the precipitated product was collected by filtration and washed with small amounts of water, ethanol, and diethyl ether. The crude material was purified by flash chromatography (5:95 ethyl acetate/hexane) to give 2-bromo-1-(3-methyl-4′-nitro-1,1′-biphenyl-4-yl)et...